This data is from the Open Reaction Database (ORD), a public repository of structured organic reaction records. The task is: describe an organic reaction: reactants, conditions, products, and yield The reactants are Cc1ccc(S(=O)(=O)OCC2Cc3cc(C#N)cc(Br)c3O2)cc1, Cc1ccccc1B(O)O, CC(C)c1ccccc1B1OC(C)(C)C(C)(C)O1. Product: Cc1ccc(S(=O)(=O)OCC2Cc3cc(C#N)cc(-c4ccccc4C)c3O2)cc1. RXN SMILES: [CH3:1][c:2]1[cH:3][cH:4][c:5]([S:8](=[O:9])(=[O:10])[O:11][CH2:12][CH:13]2[O:14][c:15]3[c:16]([cH:18][c:19]([C:23]#[N:24])[cH:20][c:21]3[Br:22])[CH2:17]2)[cH:6][cH:7]1.[CH3:25][c:26]1[c:27]([B:32]([OH:33])[OH:34])[cH:28][cH:29][cH:30][cH:31]1.[CH:35]([c:36]1[cH:37][cH:38][cH:39][cH:40][c:41]1[B:42]1[O:43][C:44]([CH3:45])([CH3:46])[C:47]([CH3:48])([CH3:49])[O:50]1)([CH3:51])[CH3:52]>>[CH3:1][c:2]1[cH:3][cH:4][c:5]([S:8](=[O:9])(=[O:10])[O:11][CH2:12][CH:13]2[O:14][c:15]3[c:16]([cH:18][c:19]([C:23]#[N:24])[cH:20][c:21]3-[c:27]3[c:26]([CH3:25])[cH:31][cH:30][cH:29][cH:28]3)[CH2:17]2)[cH:6][cH:7]1. Starting materials: C(C)OC(=O)C=1C(N(C2=NC=CC=C2C1N)CC)=O (4-amino-1-ethyl-1,2-dihydro-2-oxo-1,8-naphthyridine-3-carboxylic acid ethyl ester), ester, [OH-].[Na+] (sodium hydroxide), C(C)O (ethanol). The solvent is C(C)(=O)O (acetic acid). Product: NC1=C(C(N(C2=NC=CC=C12)CC)=O)C(=O)O (4-Amino-1-Ethyl-1,2-Dihydro-2-Oxo-1,8-Naphthyridine-3-Carboxylic Acid). Reaction SMILES: C([O:3][C:4]([C:6]1[C:7](=[O:19])[N:8]([CH2:17][CH3:18])[C:9]2[C:14]([C:15]=1[NH2:16])=[CH:13][CH:12]=[CH:11][N:10]=2)=[O:5])C.[OH-].[Na+].C(O)C>C(O)(=O)C>[NH2:16][C:15]1[C:14]2[C:9](=[N:10][CH:11]=[CH:12][CH:13]=2)[N:8]([CH2:17][CH3:18])[C:7](=[O:19])[C:6]=1[C:4]([OH:5])=[O:3] |f:1.2|. Reported procedure: A stirred mixture of 2 g. of 4-amino-1-ethyl-1,2-dihydro-2-oxo-1,8-naphthyridine-3-carboxylic acid ethyl ester in 20 ml. of 10% aqueous sodium hydroxide containing 5 ml. of ethanol was heated under reflux for 3 hours to saponify the ester. The solution was cooled and was acidified with glacial acetic acid. The precipitate which formed was collected, air dried, and was recrystallized from ethanol to give 0.4 g. of product, m.p. 245°-248° C. Reactants: Cl (HCl), C(\C=C/C(=O)[O-])(=O)[O-] (maleate), COC([C@H]1N(CCC1)C([C@@H](N[C@@H](CSC1CCCC1)C(=O)OCC)C)=O)=O (N-[(R)-1-ethoxycarbonyl-2-cyclopentylthioethyl]-alanyl-(S)-proline methyl ester), [OH-].[Na+] (NaOH). Run in C(C)O (ethanol). Product: C(=O)(O)[C@H](CSC1CCCC1)N[C@@H](C)C(=O)N1[C@H](C(=O)O)CCC1 (N-[(R)-1-carboxy-2-cyclopentylthioethyl]-alanyl-(S)-proline). As a reaction SMILES: C([O-])(=O)/C=C\C([O-])=O.C[O:10][C:11](=[O:35])[C@@H:12]1[CH2:16][CH2:15][CH2:14][N:13]1[C:17](=[O:34])[C@H:18]([CH3:33])[NH:19][C@H:20]([C:28]([O:30]CC)=[O:29])[CH2:21][S:22][CH:23]1[CH2:27][CH2:26][CH2:25][CH2:24]1.[OH-].[Na+].Cl>C(O)C>[C:28]([C@@H:20]([NH:19][C@H:18]([C:17]([N:13]1[CH2:14][CH2:15][CH2:16][C@H:12]1[C:11]([OH:35])=[O:10])=[O:34])[CH3:33])[CH2:21][S:22][CH:23]1[CH2:24][CH2:25][CH2:26][CH2:27]1)([OH:30])=[O:29] |f:2.3|. Procedure details: A 300 mg portion of maleate of β-isomer of N-[(R)-1-ethoxycarbonyl-2-cyclopentylthioethyl]-alanyl-(S)-proline methyl ester prepared in Example 57 was dissolved in 2 ml of ethanol. To the solution was added dropwise 2.9 ml of 1N-NaOH at room temperature. The mixture was stirred overnight and neutralized with 2N-HCl with ice cooling. The solvent was completely removed by distillation. The residue was dissolved in methanol and the solution was subjected to high performance liquid chromatography (co... Starting materials: CC(C)(C)NC(=O)N(CCc1ccc(Oc2ccccc2)cc1)Cc1ccc(C2CC(=O)NS2(=O)=O)cc1, O=C(O)C(F)(F)F. Yields the product NC(=O)N(CCc1ccc(Oc2ccccc2)cc1)Cc1ccc(C2CC(=O)NS2(=O)=O)cc1. Reaction SMILES: [C:1]([CH3:2])([CH3:3])([CH3:4])[NH:5][C:6]([N:7]([CH2:8][CH2:9][c:10]1[cH:11][cH:12][c:13]([O:16][c:17]2[cH:18][cH:19][cH:20][cH:21][cH:22]2)[cH:14][cH:15]1)[CH2:23][c:24]1[cH:25][cH:26][c:27]([CH:30]2[CH2:31][C:32](=[O:37])[NH:33][S:34]2(=[O:35])=[O:36])[cH:28][cH:29]1)=[O:38].[OH:39][C:40]([C:41]([F:42])([F:43])[F:44])=[O:45]>>[NH2:5][C:6]([N:7]([CH2:8][CH2:9][c:10]1[cH:11][cH:12][c:13]([O:16][c:17]2[cH:18][cH:19][cH:20][cH:21][cH:22]2)[cH:14][cH:15]1)[CH2:23][c:24]1[cH:25][cH:26][c:27]([CH:30]2[CH2:31][C:32](=[O:37])[NH:33][S:34]2(=[O:35])=[O:36])[cH:28][cH:29]1)=[O:38]. Reactants: [C-]#N, CCCC[N+](CCCC)(CCCC)CCCC, CS(=O)(=O)OCCC(c1cccc(Br)c1)n1ccc2cccc(OCc3ccccc3)c21, CC#N, CCOC(C)=O. Product: N#CCCC(c1cccc(Br)c1)n1ccc2cccc(OCc3ccccc3)c21. As a reaction SMILES: [C-:36]#[N:37].[CH2:38]([N+:39]([CH2:40][CH2:41][CH2:42][CH3:43])([CH2:44][CH2:45][CH2:46][CH3:47])[CH2:48][CH2:49][CH2:50][CH3:51])[CH2:52][CH2:53][CH3:54].[CH3:1][S:2]([O:3][CH2:6][CH2:7][CH:8]([n:9]1[cH:10][cH:11][c:12]2[cH:13][cH:14][cH:15][c:16]([O:18][CH2:19][c:20]3[cH:21][cH:22][cH:23][cH:24][cH:25]3)[c:17]12)[c:26]1[cH:27][c:28]([Br:32])[cH:29][cH:30][cH:31]1)(=[O:4])=[O:5].[CH3:33][C:34]#[N:35].[CH3:55][CH2:56][O:57][C:58](=[O:59])[CH3:60]>>[CH2:6]([CH2:7][CH:8]([n:9]1[cH:10][cH:11][c:12]2[cH:13][cH:14][cH:15][c:16]([O:18][CH2:19][c:20]3[cH:21][cH:22][cH:23][cH:24][cH:25]3)[c:17]12)[c:26]1[cH:27][c:28]([Br:32])[cH:29][cH:30][cH:31]1)[C:34]#[N:35].